Task: describe an organic reaction: reactants, conditions, products, and yield. Dataset: the Open Reaction Database (ORD), a public repository of structured organic reaction records The reactants are CS(=O)(=O)C1=CC=C(OC=2C=C(C(=O)O)C=C(C2)O[C@H](COC)C)C=C1 (3-(4-methanesulfonyl-phenoxy)-5-((S)-2-methoxy-1-methyl-ethoxy)-benzoic acid), C(C)OC(CSC1=CN=C(S1)N)=O ((2-amino-thiazol-5-ylsulfanyl)-acetic acid ethyl ester). Product: C(C)OC(CSC1=CN=C(S1)NC(C1=CC(=CC(=C1)O[C@H](COC)C)OC1=CC=C(C=C1)S(=O)(=O)C)=O)=O ({2-[3-(4-Methanesulfonyl-phenoxy)-5-((S)-2-methoxy-1-methyl-ethoxy)-benzoylamino]-thiazol-5-ylsulfanyl}-acetic acid ethyl ester). Reaction SMILES: [CH3:1][S:2]([C:5]1[CH:26]=[CH:25][C:8]([O:9][C:10]2[CH:11]=[C:12]([CH:16]=[C:17]([O:19][C@@H:20]([CH3:24])[CH2:21][O:22][CH3:23])[CH:18]=2)[C:13]([OH:15])=O)=[CH:7][CH:6]=1)(=[O:4])=[O:3].[CH2:27]([O:29][C:30](=[O:39])[CH2:31][S:32][C:33]1[S:37][C:36]([NH2:38])=[N:35][CH:34]=1)[CH3:28]>>[CH2:27]([O:29][C:30](=[O:39])[CH2:31][S:32][C:33]1[S:37][C:36]([NH:38][C:13](=[O:15])[C:12]2[CH:16]=[C:17]([O:19][C@@H:20]([CH3:24])[CH2:21][O:22][CH3:23])[CH:18]=[C:10]([O:9][C:8]3[CH:7]=[CH:6][C:5]([S:2]([CH3:1])(=[O:3])=[O:4])=[CH:26][CH:25]=3)[CH:11]=2)=[N:35][CH:34]=1)[CH3:28]. Procedure: The title compound was prepared from 3-(4-methanesulfonyl-phenoxy)-5-((S)-2-methoxy-1-methyl-ethoxy)-benzoic acid and (2-amino-thiazol-5-ylsulfanyl)-acetic acid ethyl ester following general procedure A Starting materials: ClC1=CC=C(CN)C=C1 (4-chlorobenzylamine), solution, C[Al](C)C (trimethylaluminum), FC1=CC=C2C(=C(C=NC2=C1)C(=O)OCC)O (ethyl 7-fluoro-4-hydroxy-3-quinolinecarboxylate), Cl (hydrochloric acid). Solvent: C1(=CC=CC=C1)C (toluene), C1(=CC=CC=C1)C (toluene), C1(=CC=CC=C1)C (toluene). Run at temperature 0 celsius, time 5 minute. Yields the product ClC1=CC=C(C=C1)CNC(=O)C=1C=NC2=CC(=CC=C2C1O)F (N-[(4-Chlorophenyl)methyl]-7-fluoro-4-hydroxy-3-quinolinecarboxamide), solid. Reaction SMILES: [Cl:1][C:2]1[CH:9]=[CH:8][C:5]([CH2:6][NH2:7])=[CH:4][CH:3]=1.C[Al](C)C.[F:14][C:15]1[CH:24]=[C:23]2[C:18]([C:19]([OH:30])=[C:20]([C:25](OCC)=[O:26])[CH:21]=[N:22]2)=[CH:17][CH:16]=1.Cl>C1(C)C=CC=CC=1>[Cl:1][C:2]1[CH:9]=[CH:8][C:5]([CH2:6][NH:7][C:25]([C:20]2[CH:21]=[N:22][C:23]3[C:18]([C:19]=2[OH:30])=[CH:17][CH:16]=[C:15]([F:14])[CH:24]=3)=[O:26])=[CH:4][CH:3]=1. Procedure: To a 0° C. solution of 4-chlorobenzylamine (0.52 mL) in 5 mL of toluene is added 2.13 mL of a 2.0 M solution of trimethylaluminum in toluene. The solution is stirred for 5 min at 0° C. and then a suspension of 0.50 g of ethyl 7-fluoro-4-hydroxy-3-quinolinecarboxylate (J. Med. Chem., 20, 1001 (1977)) in 5 mL of toluene is added. The solution is stirred at 0° C. for an additional 10 min and then it is stirred 18 h at 90° C. The mixture is cooled to 25° C. and it is poured onto a mixture of a large... The reactants are Cc1nc(C(=O)N2C(CN)CC3CC32)c(-c2cccc(F)c2)s1, O=C(O)c1noc2ccccc12. Product: Cc1nc(C(=O)N2C(CNC(=O)c3noc4ccccc34)CC3CC32)c(-c2cccc(F)c2)s1. Reaction SMILES: [NH2:1][CH2:2][CH:3]1[N:4]([C:9](=[O:10])[c:11]2[n:12][c:13]([CH3:23])[s:14][c:15]2-[c:16]2[cH:17][c:18]([F:22])[cH:19][cH:20][cH:21]2)[CH:5]2[CH2:6][CH:7]2[CH2:8]1.[o:24]1[n:25][c:26]([C:33](=[O:34])[OH:35])[c:27]2[c:28]1[cH:29][cH:30][cH:31][cH:32]2>>[NH:1]([CH2:2][CH:3]1[N:4]([C:9](=[O:10])[c:11]2[n:12][c:13]([CH3:23])[s:14][c:15]2-[c:16]2[cH:17][c:18]([F:22])[cH:19][cH:20][cH:21]2)[CH:5]2[CH2:6][CH:7]2[CH2:8]1)[C:33]([c:26]1[n:25][o:24][c:28]2[c:27]1[cH:32][cH:31][cH:30][cH:29]2)=[O:34]. Reactants: C(=O)(C(F)(F)F)O (TFA), C(C)(C)(C)OC(NC1=C(C=C(C(=C1)N(C)CC(C)C)Cl)N)=O ([2-amino-4-chloro-5-(isobutyl-methyl-amino)-phenyl]-carbamic acid tert-butyl ester), C(C)(C)(C)OC(CC(C1=CC(=CC=C1)C=1SC=C(N1)COC1OCCCC1)=O)=O (3-oxo-3-[3-[4-(tetrahydro-pyran-2-yloxymethyl)-thiazol-2-yl]-phenyl]-propionic acid tert-butyl ester). The solvent is C(Cl)Cl (CH2Cl2). The product is ClC=1C(=CC2=C(NC(CC(=N2)C2=CC(=CC=C2)C=2SC=C(N2)CO)=O)C1)N(C)CC(C)C (8-Chloro-4-[3-(4-hydroxymethyl-thiazol-2-yl)-phenyl]-7-(isobutyl-methyl-amino)-1,3-dihydro-benzo[b][1,4]diazepin-2-one), solid. Reaction SMILES: C(OC(=O)[NH:7][C:8]1[CH:13]=[C:12]([N:14]([CH2:16][CH:17]([CH3:19])[CH3:18])[CH3:15])[C:11]([Cl:20])=[CH:10][C:9]=1[NH2:21])(C)(C)C.C(O[C:28](=[O:51])[CH2:29][C:30](=O)[C:31]1[CH:36]=[CH:35][CH:34]=[C:33]([C:37]2[S:38][CH:39]=[C:40]([CH2:42][O:43]C3CCCCO3)[N:41]=2)[CH:32]=1)(C)(C)C.C(O)(C(F)(F)F)=O>C(Cl)Cl>[Cl:20][C:11]1[C:12]([N:14]([CH2:16][CH:17]([CH3:19])[CH3:18])[CH3:15])=[CH:13][C:8]2[N:7]=[C:30]([C:31]3[CH:36]=[CH:35][CH:34]=[C:33]([C:37]4[S:38][CH:39]=[C:40]([CH2:42][OH:43])[N:41]=4)[CH:32]=3)[CH2:29][C:28](=[O:51])[NH:21][C:9]=2[CH:10]=1. Procedure details: The title compound was prepared from [2-amino-4-chloro-5-(isobutyl-methyl-amino)-phenyl]-carbamic acid tert-butyl ester (0.23 g) (Example J27) and 3-oxo-3-[3-[4-(tetrahydro-pyran-2-yloxymethyl)-thiazol-2-yl]-phenyl]-propionic acid tert-butyl ester (0.32 g) (Example K27) according to the general procedure M. The obtained material was deprotected and cyclized by treatment with TFA in CH2Cl2 according to the general procedure N. Obtained as a yellow solid (0.06 g). The reactants are C[Si](O[C@@H]1[C@@H]2[C@]3(CCC(C=C3[C@H](C[C@H]2[C@@H]2CC=C(C(COC(C)=O)=O)[C@]2(C1)C)F)=O)C)(C)C (11β-trimethylsiloxy-21-acetoxy-6α-fluoropregna-4,16-diene-3,20-dione), 2,3-dichloro-4,5-dicyanobenzoquinone. Run in O1CCOCC1 (dioxan). Product: C[Si](O[C@@H]1[C@@H]2[C@]3(C=CC(C=C3[C@H](C[C@H]2[C@@H]2CC=C(C(COC(C)=O)=O)[C@]2(C1)C)F)=O)C)(C)C (11β-trimethylsiloxy-21-acetoxy-6α-fluoropregna-1,4,16-triene-3,20-dione). Reaction SMILES: [CH3:1][Si:2]([CH3:33])([CH3:32])[O:3][C@H:4]1[CH2:27][C@@:26]2([CH3:28])[C@@H:15]([CH2:16][CH:17]=[C:18]2[C:19](=[O:25])[CH2:20][O:21][C:22](=[O:24])[CH3:23])[C@H:14]2[C@H:5]1[C@:6]1([CH3:31])[C:11]([C@@H:12]([F:29])[CH2:13]2)=[CH:10][C:9](=[O:30])[CH2:8][CH2:7]1>O1CCOCC1>[CH3:33][Si:2]([CH3:1])([CH3:32])[O:3][C@H:4]1[CH2:27][C@@:26]2([CH3:28])[C@@H:15]([CH2:16][CH:17]=[C:18]2[C:19](=[O:25])[CH2:20][O:21][C:22](=[O:24])[CH3:23])[C@H:14]2[C@H:5]1[C@:6]1([CH3:31])[C:11]([C@@H:12]([F:29])[CH2:13]2)=[CH:10][C:9](=[O:30])[CH:8]=[CH:7]1. Procedure: A mixture of 3.5 g of 11β-trimethylsiloxy-21-acetoxy-6α-fluoropregna-4,16-diene-3,20-dione obtained according to Example 6, 2.65 g of 2,3-dichloro-4,5-dicyanobenzoquinone (DDQ) and 30 ml of dioxan was heated under reflux for 2 hours. The resulting dark colored suspension was cooled, filtered from dichloro-dicyanohydroquinone, and evaporated to dryness. The residue was dissolved in chloroform and passed through a short column of neutral alumina (50 g). The solvent was evaporated under reduced pre... Reactants: [Br-], [Br-], [Br-], Cc1ccccc1, N#Cc1ccccc1-c1ccc(CO)s1, P. The product is N#Cc1ccccc1-c1ccc(CBr)s1. RXN SMILES: [Br-:16].[Br-:17].[Br-:18].[CH3:20][c:21]1[cH:22][cH:23][cH:24][cH:25][cH:26]1.[OH:1][CH2:2][c:3]1[cH:4][cH:5][c:6](-[c:8]2[c:9]([C:10]#[N:11])[cH:12][cH:13][cH:14][cH:15]2)[s:7]1.[PH3:19]>>[CH2:2]([c:3]1[cH:4][cH:5][c:6](-[c:8]2[c:9]([C:10]#[N:11])[cH:12][cH:13][cH:14][cH:15]2)[s:7]1)[Br:16].